This data is from the Open Reaction Database (ORD), a public repository of structured organic reaction records. The task is: describe an organic reaction: reactants, conditions, products, and yield Starting materials: BrC1=NC=CC=N1 (2-bromopyrimidine), C(CCCC#C)O (5-hexynol), C1(CCCCC1)NC1CCCCC1 (dicyclohexylamine), C(C)#N (acetonitrile). The reagents and catalysts are [Cu]I (copper (I) iodide). Solvent: CCOCC (Ether). Reaction conditions: time 1 hour. Yields the product N1=C(N=CC=C1)C#CCCCCO (6-(2-Pyrimidinyl)-5-hexynol). Isolated yield 83.1%. RXN SMILES: Br[C:2]1[N:7]=[CH:6][CH:5]=[CH:4][N:3]=1.[CH2:8]([OH:14])[CH2:9][CH2:10][CH2:11][C:12]#[CH:13].C1(NC2CCCCC2)CCCCC1.C(#N)C>[Cu]I.CCOCC>[N:3]1[CH:4]=[CH:5][CH:6]=[N:7][C:2]=1[C:13]#[C:12][CH2:11][CH2:10][CH2:9][CH2:8][OH:14]. Reported procedure: A mixture of 2-bromopyrimidine (3.96 g), 5-hexynol (2.44 g), dicyclohexylamine (4 g), BTPC (250 mg), copper (I) iodide (25 mg) and acetonitrile (40 ml) was stirred at ambient temperature under nitrogen for 1 h (temp. rose to ~45°). Ether (120 ml) was added, the mixture was filtered and the filtrate was evaporated in vacuo to an oil which was purified by FCC. Elution with ether followed by System C (17:3) gave the title compound as a pale yellow oil (3.64 g), t.l.c. (System C 17:3) Rf 0.34. Procedure details: To a solution of methyl 3-[(dimethylamino)methylidene]-4-oxocyclopentanecarboxylate (71.7 mg, 0.36 mmol) in anhydrous methanol (2.5 mL) was added guanidine hydrochloride (124.7 mg, 1.3 mmol) followed by sodium methoxide in methanol (0.24 mL, 1.27 mmol). The mixture was heated to 90° C. in a sealed tube overnight. The crude reaction was quenched with 2 N HCl and concentrated in vacuo. The aqueous residue was purified by HPLC (30×100 mm Waters Sunfire column; 5 micron; 35 mL/min.; 210 nM; 0% to 40... Conditions: temperature 90 celsius, time 15 minute. Product: NC=1N=CC2=C(N1)CC(C2)C(=O)OC (Methyl 2-amino-6,7-dihydro-5H-cyclopenta[d]pyrimidine-6-carboxylate). Starting materials: CN(C)C=C1CC(CC1=O)C(=O)OC (methyl 3-[(dimethylamino)methylidene]-4-oxocyclopentanecarboxylate), Cl.NC(=N)N (guanidine hydrochloride), C[O-].[Na+] (sodium methoxide). The solvent is CO (methanol), CO (methanol). As a reaction SMILES: CN([CH:4]=[C:5]1[C:9](=O)[CH2:8][CH:7]([C:11]([O:13][CH3:14])=[O:12])[CH2:6]1)C.Cl.[NH2:16][C:17]([NH2:19])=[NH:18].C[O-].[Na+]>CO>[NH2:18][C:17]1[N:19]=[CH:4][C:5]2[CH2:6][CH:7]([C:11]([O:13][CH3:14])=[O:12])[CH2:8][C:9]=2[N:16]=1 |f:1.2,3.4|. The reactants are N1=CN=C(C2=CC=CC=C12)N1CC(C2=CC=CC=C12)CC(=O)OCC (ethyl 1-quinazolin-4-ylindolin-3-yl-acetate), C(C)OCC (diethyl ether). The reagents and catalysts are [Pd] (palladium on charcoal). Solvent: C1(=CC=CC=C1)OC1=CC=CC=C1 (diphenyl ether). Yields the product N1=CN=C(C2=CC=CC=C12)N1C=C(C2=CC=CC=C12)CC(=O)OCC (ethyl 1-quinazolin-4-ylindol-3-ylacetate). Reaction SMILES: [N:1]1[C:10]2[C:5](=[CH:6][CH:7]=[CH:8][CH:9]=2)[C:4]([N:11]2[C:19]3[C:14](=[CH:15][CH:16]=[CH:17][CH:18]=3)[CH:13]([CH2:20][C:21]([O:23][CH2:24][CH3:25])=[O:22])[CH2:12]2)=[N:3][CH:2]=1.C(OCC)C>[Pd].C1(OC2C=CC=CC=2)C=CC=CC=1>[N:1]1[C:10]2[C:5](=[CH:6][CH:7]=[CH:8][CH:9]=2)[C:4]([N:11]2[C:19]3[C:14](=[CH:15][CH:16]=[CH:17][CH:18]=3)[C:13]([CH2:20][C:21]([O:23][CH2:24][CH3:25])=[O:22])=[CH:12]2)=[N:3][CH:2]=1. Procedure details: A mixture of ethyl 1-quinazolin-4-ylindolin-3-yl-acetate (2.6g.) and 10% w/w palladium on charcoal catalyst (1.3g.) in diphenyl ether (20ml.) was heated under reflux for 30 minutes. The mixture was cooled to room temperature, mixed with diethyl ether (50ml.) and filtered through diatomaceous earth. The solid residue was washed with diethyl ether (50ml.). The combined diethyl ether solution was evaporated in vacuo, and the residue was chromatographed on silica gel (ca 150g.) using, as eluant, pet... The reactants are Clc1ccc(CBr)c(Br)c1, CCO, N#C[Na], O. Yields the product N#CCc1ccc(Cl)cc1Br. As a reaction SMILES: [Br:1][c:2]1[c:3]([CH2:9][Br:10])[cH:4][cH:5][c:6]([Cl:8])[cH:7]1.[CH3:14][CH2:15][OH:16].[Na:11][C:12]#[N:13].[OH2:17]>>[Br:1][c:2]1[c:3]([CH2:9][C:12]#[N:13])[cH:4][cH:5][c:6]([Cl:8])[cH:7]1. Starting materials: CCCCN1C(=O)C(Cl)=C(c2cccc(Cl)c2)S1(=O)=O, Nc1ccc(N2CCOCC2)cc1, CN(C)C=O. The product is CCCCN1C(=O)C(Nc2ccc(N3CCOCC3)cc2)=C(c2cccc(Cl)c2)S1(=O)=O. Reaction SMILES: [CH2:14]([CH2:15][CH2:16][CH3:17])[N:18]1[S:19](=[O:32])(=[O:33])[C:20]([c:25]2[cH:26][c:27]([Cl:31])[cH:28][cH:29][cH:30]2)=[C:21]([Cl:24])[C:22]1=[O:23].[O:1]1[CH2:2][CH2:3][N:4]([c:7]2[cH:8][cH:9][c:10]([NH2:11])[cH:12][cH:13]2)[CH2:5][CH2:6]1.[O:34]=[CH:35][N:36]([CH3:37])[CH3:38]>>[O:1]1[CH2:2][CH2:3][N:4]([c:7]2[cH:8][cH:9][c:10]([NH:11][C:21]3=[C:20]([c:25]4[cH:26][c:27]([Cl:31])[cH:28][cH:29][cH:30]4)[S:19](=[O:32])(=[O:33])[N:18]([CH2:14][CH2:15][CH2:16][CH3:17])[C:22]3=[O:23])[cH:12][cH:13]2)[CH2:5][CH2:6]1. The reactants are C[O-].[Na+] (sodium methoxide), C(C)S (ethanethiol), CC1(CS(C2=CC=C(C(=C2C1OS(=O)(=O)C)C)C(=O)OCC)(=O)=O)C (3,3,5-trimethyl-4-methanesulfonyloxy-6-ethoxycarbonylthiochroman-1,1-dioxide). Run in C(C)(=O)OCC (ethyl acetate), CO (methanol). Run at time 5 minute. The product is CC1(CS(C2=CC=C(C(=C2C1SCC)C)C(=O)O)(=O)=O)C (3,3,5-trimethyl-4-ethylthio-6-carboxythiochroman-1,1-dioxide). Yield: 74.9%. RXN SMILES: C[O-].[Na+].[CH2:4]([SH:6])[CH3:5].[CH3:7][C:8]1([CH3:31])[CH:17](OS(C)(=O)=O)[C:16]2[C:11](=[CH:12][CH:13]=[C:14]([C:24]([O:26]CC)=[O:25])[C:15]=2[CH3:23])[S:10](=[O:30])(=[O:29])[CH2:9]1>CO.C(OCC)(=O)C>[CH3:7][C:8]1([CH3:31])[CH:17]([S:6][CH2:4][CH3:5])[C:16]2[C:11](=[CH:12][CH:13]=[C:14]([C:24]([OH:26])=[O:25])[C:15]=2[CH3:23])[S:10](=[O:29])(=[O:30])[CH2:9]1 |f:0.1|. Procedure details: A methanolic solution of 0.8 g (4 mmol, 3 eq.) containing about 28 wt % sodium methoxide was diluted with 5 ml of anhydrous methanol, and 0.5 ml (6.8 mmol, 1.5 eq.) of ethanethiol was added. The mixture was stirred at room temperature for 5 minutes, and then 0.5 g (1.3 mmol) of 3,3,5-trimethyl-4-methanesulfonyloxy-6-ethoxycarbonylthiochroman-1,1-dioxide was added. The mixture was refluxed for 8 hours, and allowed to stand at room temperature for 5 days. The reaction mixture was diluted with 100 ... The reactants are [OH-].[Na+] (sodium hydroxide), 30, C1(CCCCC1)C(CCC)N1C(=NC=C1C(=O)OC)S (methyl 1-(1-cyclohexylbutyl)-2-mercapto-1H-imidazole-5-carboxylate), [N+](=O)(O)[O-] (nitric acid). Solvent: O (water). Yields the product 27, [N+](=O)(O)[O-].C1(CCCCC1)C(CCC)N1C=NC=C1C(=O)OC (methyl 1-(1-cyclohexylbutyl)-1H-imidazole-5-carboxylate mononitrate). The yield is 82.4%. Reaction SMILES: [CH:1]1([CH:7]([N:11]2[C:15]([C:16]([O:18][CH3:19])=[O:17])=[CH:14][N:13]=[C:12]2S)[CH2:8][CH2:9][CH3:10])[CH2:6][CH2:5][CH2:4][CH2:3][CH2:2]1.[N+:21]([O-:24])([OH:23])=[O:22].[OH-].[Na+]>O>[N+:21]([O-:24])([OH:23])=[O:22].[CH:1]1([CH:7]([N:11]2[C:15]([C:16]([O:18][CH3:19])=[O:17])=[CH:14][N:13]=[CH:12]2)[CH2:8][CH2:9][CH3:10])[CH2:2][CH2:3][CH2:4][CH2:5][CH2:6]1 |f:2.3,5.6|. Procedure details: A solution of 30 parts of methyl 1-(1-cyclohexylbutyl)-2-mercapto-1H-imidazole-5-carboxylate in 150 parts of concentrated nitric acid and 100 parts of water was stirred for 1 hour at room temperature (intense reaction). The whole was cooled in crushed ice and treated with a sodium hydroxide solution. The product was extracted with 1,1'-oxybisethane. The extract was washed twice with water, dried, filtered and evaporated. The residue was converted into the nitrate salt in 2,2'-oxybispropane. The ... Reactants: [BH4-].[Na+] (sodium borohydride), NC1=C(C=O)C=C(C=C1)[N+](=O)[O-] (2-amino-5-nitrobenzaldehyde), Cl (hydrochloric acid). The solvent is C(C)O (ethanol). Run at time 1 hour. The product is NC1=C(CO)C=C(C=C1)[N+](=O)[O-] (2-amino-5-nitrobenzyl alcohol). RXN SMILES: [NH2:1][C:2]1[CH:9]=[CH:8][C:7]([N+:10]([O-:12])=[O:11])=[CH:6][C:3]=1[CH:4]=[O:5].[BH4-].[Na+].Cl>C(O)C>[NH2:1][C:2]1[CH:9]=[CH:8][C:7]([N+:10]([O-:12])=[O:11])=[CH:6][C:3]=1[CH2:4][OH:5] |f:1.2|. Procedure: A suspension of 2-amino-5-nitrobenzaldehyde (6.0 g.) in ethanol (250 ml.) was stirred at ambient temperature while sodium borohydride (1.6 g.) was added in small portions, and the reaction mixture was stirred for 1 hour. The reaction mixture was made acid with 2 N hydrochloric acid to destroy the excess of sodium borohydride, and then basified to pH 8 to 9 with solid sodium carbonate and extracted with diethyl ether (3×200 ml.). The extracts were combined and dried, the solvent was evaporated an... Reagents/catalysts: [Pd] (Pd-C). Solvent: CO (MeOH), CCOC(=O)C (EtOAc), C1(CC1)C(=O)O (cyclopropanecarboxylic acid). RXN SMILES: [N+](C1C=CC(N)=C(N)C=1)([O-])=O.[CH:12]1([C:15]2[NH:16][C:17]3[CH:23]=[C:22]([N+:24]([O-])=O)[CH:21]=[CH:20][C:18]=3[N:19]=2)[CH2:14][CH2:13]1.[N+](C1NC2C=CC=CC=2N=1)([O-])=O>C1(C(O)=O)CC1.CCOC(C)=O.CO.[Pd]>[CH:12]1([C:15]2[NH:16][C:17]3[CH:23]=[C:22]([NH2:24])[CH:21]=[CH:20][C:18]=3[N:19]=2)[CH2:14][CH2:13]1. Reaction conditions: time 12 hour. Yields the product C1(CC1)C=1NC2=C(N1)C=CC(=C2)N (2-Cyclopropyl-5-aminobenzimidazole). Reactants: [N+](=O)([O-])C=1NC2=C(N1)C=CC=C2 (nitrobenzimidazole), C1(CC1)C=1NC2=C(N1)C=CC(=C2)[N+](=O)[O-] (2-cyclopropyl-5-nitrobenzimidazole), [N+](=O)([O-])C1=CC(=C(C=C1)N)N (4-nitro-1,2-phenylenediamine). The yield is 75.0%. Procedure details: A solution of 4-nitro-1,2-phenylenediamine (1.0 g, 6.6 mmol) in 15 ml of cyclopropanecarboxylic acid was stirred at reflux for 12 h. The reaction mixture was concentrated in vacuo to yield a oil, which was dissolved in 100 ml of EtOAc and washed with aqueous NaHCO3. Organic layer was dried over MgSO4 and concentrated in vacuo, yielding an oil which was characterized as 2-cyclopropyl-5-nitrobenzimidazole and subjected to a following reaction without further purification. The nitrobenzimidazole an... The reactants are C(C(=O)Cl)(=O)Cl (oxalyl chloride), ice, IC=1C=C(C(=O)O)C=CC1 (3-Iodobenzoic acid), C(C)NCC (Diethylamine). The reagents and catalysts are CN(C=O)C (dimethylformamide). Solvent: C(C)(=O)OCC (ethyl acetate), O1CCCC1 (tetrahydrofuran). Run at time 1 hour. Product: C(C)N(C(C1=CC(=CC=C1)I)=O)CC (N,N-diethyl-3-iodobenzamide). Isolated yield 96.7%. RXN SMILES: [I:1][C:2]1[CH:3]=[C:4]([CH:8]=[CH:9][CH:10]=1)[C:5]([OH:7])=O.C(Cl)(=O)C(Cl)=O.[CH2:17]([NH:19][CH2:20][CH3:21])[CH3:18]>O1CCCC1.CN(C)C=O.C(OCC)(=O)C>[CH2:17]([N:19]([CH2:20][CH3:21])[C:5](=[O:7])[C:4]1[CH:8]=[CH:9][CH:10]=[C:2]([I:1])[CH:3]=1)[CH3:18]. Reported procedure: 3-Iodobenzoic acid (55.5 g, 0.224 mol) was dissolved in tetrahydrofuran (220 mL) and oxalyl chloride (22 mL, 0.252 mol). Catalytic dimethylformamide (4 drops) was added, the solution was stirred at room temperature for 1 hour, and the solvent was removed under vacuum. The residue was dissolved in 220 mL petroleum ether (35°-60° C. boiling range) and cooled to 0° C. in an ice bath. Diethylamine (55 mL, 0.532 mol) was then added dropwise over 15 minutes. The reaction mixture was stirred an additio...